This data is from the Open Reaction Database (ORD), a public repository of structured organic reaction records. The task is: describe an organic reaction: reactants, conditions, products, and yield The reactants are ClCCCN1C(NC2=C1C=C(C(=C2)C)C)=O (1-(3-chloropropyl)-1,3-dihydro-5,6-dimethyl-2H-benzimidazol-2-one), ClC1=CC=C(C=C1)C1(CCNCC1)O (4-(4-chlorophenyl)-4-piperidinol), C([O-])([O-])=O.[Na+].[Na+] (sodium carbonate), [I-].[K+] (potassium iodide). Solvent: O (water), O (water), CC(CC(C)=O)C (4-methyl-2-pentanone). Yields the product Cl.ClC1=CC=C(C=C1)C1(CCN(CC1)CCCN1C(NC2=C1C=C(C(=C2)C)C)=O)O (1-{3-[4-(4-chlorophenyl)-4-hydroxy-1-piperidinyl]propyl}-1,3-dihydro-5,6-dimethyl-2H-benzimidazol-2-one hydrochloride). As a reaction SMILES: [Cl:1][CH2:2][CH2:3][CH2:4][N:5]1[C:9]2[CH:10]=[C:11]([CH3:15])[C:12]([CH3:14])=[CH:13][C:8]=2[NH:7][C:6]1=[O:16].[Cl:17][C:18]1[CH:23]=[CH:22][C:21]([C:24]2([OH:30])[CH2:29][CH2:28][NH:27][CH2:26][CH2:25]2)=[CH:20][CH:19]=1.C(=O)([O-])[O-].[Na+].[Na+].[I-].[K+]>O.CC(C)CC(=O)C>[ClH:1].[Cl:17][C:18]1[CH:23]=[CH:22][C:21]([C:24]2([OH:30])[CH2:25][CH2:26][N:27]([CH2:2][CH2:3][CH2:4][N:5]3[C:9]4[CH:10]=[C:11]([CH3:15])[C:12]([CH3:14])=[CH:13][C:8]=4[NH:7][C:6]3=[O:16])[CH2:28][CH2:29]2)=[CH:20][CH:19]=1 |f:2.3.4,5.6,9.10|. Reported procedure: A mixture of 3.58 parts of 1-(3-chloropropyl)-1,3-dihydro-5,6-dimethyl-2H-benzimidazol-2-one, 3.17 parts of 4-(4-chlorophenyl)-4-piperidinol, 5.3 parts of sodium carbonate, 0.2 parts of potassium iodide and 160 parts of 4-methyl-2-pentanone is stirred and refluxed for 24 hours with water-separator. After cooling, water is added and the layers are separated. The organic phase is dried, filtered and evaporated. The residue is converted into the hydrochloride salt in methanol and 2-propanol. The sa...